Dataset: the Open Reaction Database (ORD), a public repository of structured organic reaction records. Task: describe an organic reaction: reactants, conditions, products, and yield Reactants: O=C(Br)CBr, CCCCNCCCC, Cc1ccccc1, O=P(O)(O)O. Product: CCCCN(CCCC)C(=O)CBr. RXN SMILES: [Br:1][CH2:2][C:3](=[O:4])[Br:5].[CH2:6]([CH2:7][CH2:8][CH3:9])[NH:10][CH2:11][CH2:12][CH2:13][CH3:14].[CH3:20][c:21]1[cH:22][cH:23][cH:24][cH:25][cH:26]1.[P:15](=[O:16])([OH:17])([OH:18])[OH:19]>>[Br:1][CH2:2][C:3](=[O:4])[N:10]([CH2:6][CH2:7][CH2:8][CH3:9])[CH2:11][CH2:12][CH2:13][CH3:14]. Reactants: CCn1c(=O)ccc2cnc(S(C)=O)nc21, CN(C)c1ccc(N)cc1. Yields the product CCn1c(=O)ccc2cnc(Nc3ccc(N(C)C)cc3)nc21. RXN SMILES: [CH2:1]([CH3:2])[n:3]1[c:4](=[O:16])[cH:5][cH:6][c:7]2[c:8]1[n:9][c:10]([S:13]([CH3:14])=[O:15])[n:11][cH:12]2.[CH3:17][N:18]([c:19]1[cH:20][cH:21][c:22]([NH2:23])[cH:24][cH:25]1)[CH3:26]>>[CH2:1]([CH3:2])[n:3]1[c:4](=[O:16])[cH:5][cH:6][c:7]2[c:8]1[n:9][c:10]([NH:23][c:22]1[cH:21][cH:20][c:19]([N:18]([CH3:17])[CH3:26])[cH:25][cH:24]1)[n:11][cH:12]2. Starting materials: CCN(CC)S(F)(F)F, ClCCl, COC(=O)C1(C(O)CCCCOc2ccc(Cl)cc2)CO1. The product is COC(=O)C1(C(F)CCCCOc2ccc(Cl)cc2)CO1. As a reaction SMILES: [CH2:1]([N:2]([S:3]([F:4])([F:5])[F:7])[CH2:6][CH3:8])[CH3:9].[CH2:31]([Cl:32])[Cl:33].[CH3:10][O:11][C:12](=[O:13])[C:14]1([CH:17]([CH2:18][CH2:19][CH2:20][CH2:21][O:22][c:23]2[cH:24][cH:25][c:26]([Cl:29])[cH:27][cH:28]2)[OH:30])[O:15][CH2:16]1>>[F:7][CH:17]([C:14]1([C:12]([O:11][CH3:10])=[O:13])[O:15][CH2:16]1)[CH2:18][CH2:19][CH2:20][CH2:21][O:22][c:23]1[cH:24][cH:25][c:26]([Cl:29])[cH:27][cH:28]1. Reactants: FC1=C(C=CC=C1)C(C)=O (2′-fluoroacetophenone), C=1C=CC2=C(C1)N=NN2O (HOBt), Cl.NCC(=O)N1CCC(CC1)OC1=C(C=CC=C1)Cl (2-amino-1-[4-(2-chloro-phenoxy)-piperidin-1-yl]-ethanone hydrochloride), CCN(C(C)C)C(C)C (DIPEA), FC1=C(C=CC=C1)C1=CC(=NN1)C(=O)O (5-(2-fluoro-phenyl)-1H-pyrazole-3-carboxylic acid), Intermediate 29, CCN=C=NCCCN(C)C.Cl (EDCI.HCl). The solvent is CN(C)C=O (DMF), O (water). Reaction conditions: time 8 hour. Product: ClC1=C(OC2CCN(CC2)C(CNC(=O)C2=NNC(=C2)C2=C(C=CC=C2)F)=O)C=CC=C1 (5-(2-fluoro-phenyl)-1H-pyrazole-3-carboxylic acid {2-[4-(2-chloro-phenoxy)-piperidin-1-yl]-2-oxo-ethyl}-amide). The yield is 80.9%. RXN SMILES: CCN(C(C)C)C(C)C.[F:10][C:11]1[CH:16]=[CH:15][CH:14]=[CH:13][C:12]=1[C:17]1[NH:21][N:20]=[C:19]([C:22]([OH:24])=O)[CH:18]=1.FC1C=CC=CC=1C(=O)C.C1C=CC2N(O)N=NC=2C=1.CCN=C=NCCCN(C)C.Cl.Cl.[NH2:58][CH2:59][C:60]([N:62]1[CH2:67][CH2:66][CH:65]([O:68][C:69]2[CH:74]=[CH:73][CH:72]=[CH:71][C:70]=2[Cl:75])[CH2:64][CH2:63]1)=[O:61]>CN(C=O)C.O>[Cl:75][C:70]1[CH:71]=[CH:72][CH:73]=[CH:74][C:69]=1[O:68][CH:65]1[CH2:64][CH2:63][N:62]([C:60](=[O:61])[CH2:59][NH:58][C:22]([C:19]2[CH:18]=[C:17]([C:12]3[CH:13]=[CH:14][CH:15]=[CH:16][C:11]=3[F:10])[NH:21][N:20]=2)=[O:24])[CH2:67][CH2:66]1 |f:4.5,6.7|. Procedure: DIPEA (110 mg, 0.85 mmol) was added to a stirred solution of 5-(2-fluoro-phenyl)-1H-pyrazole-3-carboxylic acid (50 mg, 0.24 mmol) (prepared by the method used for the synthesis of Intermediate 29, starting from 2′-fluoroacetophenone) in DMF (2 mL) followed by HOBt (33 mg, 0.24 mmol) and EDCI.HCl (49 mg, 0.25 mmol). After 2 minutes 2-amino-1-[4-(2-chloro-phenoxy)-piperidin-1-yl]-ethanone hydrochloride (prepared according to Step 1 and 5 of the General Scheme) (75 mg, 0.24 mmol) was added to the r... Starting materials: C(C)(C)[C@H]1CNC(N1C1=NC=2N(C=C1)N=CC2C2=CC=C(C=C2)C2=NN(C=N2)COCC[Si](C)(C)C)=O ((S)-5-isopropyl-1-(3-(4-(1-((2-(trimethylsilyl)ethoxy)methyl)-1H-1,2,4-triazol-3-yl)phenyl)pyrazolo[1,5-a]pyrimidin-5-yl)imidazolidin-2-one), [H-].[Na+] (NaH), BrCC1CCN(CC1)C(=O)OC(C)(C)C (tert-butyl 4-(bromomethyl)piperidine-1-carboxylate). Solvent: CN(C)C=O (DMF), CN(C)C=O (DMF). Run at time 30 minute. Product: C(C)(C)[C@@H]1N(C(N(C1)CC1CCN(CC1)C(=O)OC(C)(C)C)=O)C1=NC=2N(C=C1)N=CC2C2=CC=C(C=C2)C2=NN(C=N2)COCC[Si](C)(C)C ((S)-tert-butyl 4-((4-isopropyl-2-oxo-3-(3-(4-(1-((2-(trimethylsilyl)ethoxy)methyl)-1H-1,2,4-triazol-3-yl)phenyl)pyrazolo[1,5-a]pyrimidin-5-yl)imidazolidin-1-yl)methyl)piperidine-1-carboxylate). The yield is 92.2%. Reaction SMILES: [CH:1]([C@@H:4]1[N:8]([C:9]2[CH:14]=[CH:13][N:12]3[N:15]=[CH:16][C:17]([C:18]4[CH:23]=[CH:22][C:21]([C:24]5[N:28]=[CH:27][N:26]([CH2:29][O:30][CH2:31][CH2:32][Si:33]([CH3:36])([CH3:35])[CH3:34])[N:25]=5)=[CH:20][CH:19]=4)=[C:11]3[N:10]=2)[C:7](=[O:37])[NH:6][CH2:5]1)([CH3:3])[CH3:2].[H-].[Na+].Br[CH2:41][CH:42]1[CH2:47][CH2:46][N:45]([C:48]([O:50][C:51]([CH3:54])([CH3:53])[CH3:52])=[O:49])[CH2:44][CH2:43]1>CN(C=O)C>[CH:1]([C@H:4]1[CH2:5][N:6]([CH2:41][CH:42]2[CH2:47][CH2:46][N:45]([C:48]([O:50][C:51]([CH3:52])([CH3:54])[CH3:53])=[O:49])[CH2:44][CH2:43]2)[C:7](=[O:37])[N:8]1[C:9]1[CH:14]=[CH:13][N:12]2[N:15]=[CH:16][C:17]([C:18]3[CH:23]=[CH:22][C:21]([C:24]4[N:28]=[CH:27][N:26]([CH2:29][O:30][CH2:31][CH2:32][Si:33]([CH3:34])([CH3:35])[CH3:36])[N:25]=4)=[CH:20][CH:19]=3)=[C:11]2[N:10]=1)([CH3:3])[CH3:2] |f:1.2|. Procedure details: To a stirred solution of (S)-5-isopropyl-1-(3-(4-(1-((2-(trimethylsilyl)ethoxy)methyl)-1H-1,2,4-triazol-3-yl)phenyl)pyrazolo[1,5-a]pyrimidin-5-yl)imidazolidin-2-one (Example 25, Step 4; 80 mg, 0.15 mmol) in DMF (1 mL) was added NaH (60% dispersion in mineral oil, 12 mg, 0.31 mmol) at 0° C. under N2. After stirring at ambient temperature for 30 minutes, a solution of tert-butyl 4-(bromomethyl)piperidine-1-carboxylate (77 mg, 0.28 mmol) in DMF (0.5 mL) was added dropwise. The reaction mixture was ... Reactants: C\C(=C/CCSCP(OCC)(OCC)=O)\CC\C=C(\CCC=C(C)C)/C (Diethyl [(E,E)-4,8,12-trimethyl-3,7,11 -tridecatrienyl]thiomethylphosphonate). The solvent is C1(=CC=CC=C1)C (toluene). The product is C\C(=C/CCSCP(O)(O)=O)\CC\C=C(\CCC=C(C)C)/C ([(E,E)-4,8,12-trimethyl-3,7,11-tridecatrienyl]thiomethylphosphonic acid). Isolated yield 45.6%. As a reaction SMILES: [CH3:1]/[C:2](/[CH2:16][CH2:17]/[CH:18]=[C:19](\[CH3:26])/[CH2:20][CH2:21][CH:22]=[C:23]([CH3:25])[CH3:24])=[CH:3]\[CH2:4][CH2:5][S:6][CH2:7][P:8](=[O:15])([O:12]CC)[O:9]CC>C1(C)C=CC=CC=1>[CH3:1]/[C:2](/[CH2:16][CH2:17]/[CH:18]=[C:19](\[CH3:26])/[CH2:20][CH2:21][CH:22]=[C:23]([CH3:25])[CH3:24])=[CH:3]\[CH2:4][CH2:5][S:6][CH2:7][P:8](=[O:9])([OH:12])[OH:15]. Reported procedure: Diethyl [(E,E)-4,8,12-trimethyl-3,7,11 -tridecatrienyl]thiomethylphosphonate (0.256 g, 0.636 mmol) was deprotected in a similar fashion as that described in Step 2 of Example 2. The reaction mixture was added toluene (3 mL), then evaporated in vacuo. This process was repeated two more times. The final residue was treated with diluted hydrochloride acid (0.1N) at 0° C., then extracted with ethylacetate. The extract was washed with water the three time (3×10 ML). After drying and filtration, filtr... Reactants: C(CCCCC)NCCCCC1=CC=C(C=C1)[N+](=O)[O-] (N-n-hexyl-4-(4-nitrophenyl)butylamine), CN(CCCCCC)CCCCC1=CC=C(C=C1)[N+](=O)[O-] (N-methyl-N-n-hexyl-4-(4-nitrophenyl)butylamine), C(C(=O)O)(=O)O (oxalic acid), C=O (formaldehyde), Cl (hydrochloric acid), amine, C(C)(=O)[O-] (acetate). Run in C(=O)O (formic acid). Conditions: temperature 95 celsius. The product is C(C(=O)[O-])(=O)[O-].C[NH+](CCCCCC)CCCCC1=CC=C(C=C1)[N+](=O)[O-].C[NH+](CCCCCC)CCCCC1=CC=C(C=C1)[N+](=O)[O-] (N-Methyl-N-n-hexyl-4-(4-nitrophenyl)butylaminium oxalate). As a reaction SMILES: C(NCCCCC1C=CC([N+]([O-])=O)=CC=1)CCCCC.C=O.Cl.[CH3:24][N:25]([CH2:32][CH2:33][CH2:34][CH2:35][C:36]1[CH:41]=[CH:40][C:39]([N+:42]([O-:44])=[O:43])=[CH:38][CH:37]=1)[CH2:26][CH2:27][CH2:28][CH2:29][CH2:30][CH3:31].C([O-])(=O)C.[C:49]([OH:54])(=[O:53])[C:50]([OH:52])=[O:51]>C(O)=O>[C:49]([O-:54])(=[O:53])[C:50]([O-:52])=[O:51].[CH3:24][NH+:25]([CH2:32][CH2:33][CH2:34][CH2:35][C:36]1[CH:37]=[CH:38][C:39]([N+:42]([O-:44])=[O:43])=[CH:40][CH:41]=1)[CH2:26][CH2:27][CH2:28][CH2:29][CH2:30][CH3:31].[CH3:24][NH+:25]([CH2:32][CH2:33][CH2:34][CH2:35][C:36]1[CH:37]=[CH:38][C:39]([N+:42]([O-:44])=[O:43])=[CH:40][CH:41]=1)[CH2:26][CH2:27][CH2:28][CH2:29][CH2:30][CH3:31] |f:7.8.9|. Reported procedure: To a cold stirred solution of 2.0 g. of N-n-hexyl-4-(4-nitrophenyl)butylamine in 7 ml. of formic acid were added dropwise 7 ml. of 37% aqueous formaldehyde. The reaction mixture was heated to 95° C. and stirred at this temperature for sixteen hours.The reaction mixture next was cooled and acidified by the addition of 10 ml. of 4 N hydrochloric acid. The aqueous acid mixture was washed twice with diethyl ether, and then made alkaline by the addition of 5 N sodium hydroxide. The product was extrac... The reactants are N#CC(F)(F)C(F)(F)C(F)(F)C(F)(F)C(F)(F)I, N. Yields the product N=C(N)C(F)(F)C(F)(F)C(F)(F)C(F)(F)C(F)(F)I. As a reaction SMILES: [I:2][C:3]([C:4]([C:5]([C:6]([C:7]([C:8]#[N:9])([F:10])[F:11])([F:12])[F:13])([F:14])[F:15])([F:16])[F:17])([F:18])[F:19].[NH3:1]>>[NH2:1][C:8]([C:7]([C:6]([C:5]([C:4]([C:3]([I:2])([F:18])[F:19])([F:16])[F:17])([F:14])[F:15])([F:12])[F:13])([F:10])[F:11])=[NH:9].